Dataset: the Open Reaction Database (ORD), a public repository of structured organic reaction records. Task: describe an organic reaction: reactants, conditions, products, and yield Reactants: Cc1ccc(Oc2cccc(C#N)c2)nc1, N#Cc1cccc(Oc2ccc(Cl)cn2)c1. The product is NCc1cccc(Oc2ccc(Cl)cn2)c1. Reaction SMILES: [CH3:17][c:18]1[cH:19][cH:20][c:21]([O:22][c:23]2[cH:24][c:25]([C:29]#[N:30])[cH:26][cH:27][cH:28]2)[n:31][cH:32]1.[Cl:1][c:2]1[cH:3][cH:4][c:5]([O:8][c:9]2[cH:10][c:11]([C:12]#[N:13])[cH:14][cH:15][cH:16]2)[n:6][cH:7]1>>[Cl:1][c:2]1[cH:3][cH:4][c:5]([O:8][c:9]2[cH:10][c:11]([CH2:12][NH2:13])[cH:14][cH:15][cH:16]2)[n:6][cH:7]1. The reactants are [BH4-], CCOCC, C1CCOC1, FB(F)F, COc1cc(C(=O)O)c(F)cc1[N+](=O)[O-], [Na+]. Yields the product COc1cc(CO)c(F)cc1[N+](=O)[O-]. As a reaction SMILES: [BH4-:16].[CH2:22]([O:23][CH2:24][CH3:25])[CH3:26].[CH2:27]1[O:28][CH2:29][CH2:30][CH2:31]1.[F:18][B:19]([F:20])[F:21].[F:1][c:2]1[c:3]([C:4](=[O:5])[OH:6])[cH:7][c:8]([O:14][CH3:15])[c:9]([N+:11](=[O:12])[O-:13])[cH:10]1.[Na+:17]>>[F:1][c:2]1[c:3]([CH2:4][OH:5])[cH:7][c:8]([O:14][CH3:15])[c:9]([N+:11](=[O:12])[O-:13])[cH:10]1. The reactants are C1(=CC=CC=C1)[SeH-](=[Se])C1=CC=CC=C1 (diphenyldiselenide), OO (H2O2), ice water, [BH4-].[Na+] (sodium borohydride), O1[C@H]2[C@@H]1[C@]1(CC)[C@@H](C2)[C@@H]2CCC=3C=C(C=CC3[C@H]2CC1)OC (16α,17α-epoxy-3-methoxy-18 -methyl-1,3,5(10)-estratriene). The solvent is C(C)O (ethanol). Run at temperature 0 celsius, time 2 hour. The product is COC1=CC=2CC[C@H]3[C@@H]4C=C[C@H]([C@@]4(CC)CC[C@@H]3C2C=C1)O (3-methoxy-18-methyl-1,3,5(10),15-estratetraen-17α-ol). Reaction SMILES: C1([SeH-](C2C=CC=CC=2)=[Se])C=CC=CC=1.[BH4-].[Na+].[O:17]1[C@H:19]2[C@:20]3([CH2:36][CH2:35][C@H:34]4[C@@H:25]([CH2:26][CH2:27][C:28]5[CH:29]=[C:30]([O:37][CH3:38])[CH:31]=[CH:32][C:33]=54)[C@@H:23]3[CH2:24][C@@H:18]12)[CH2:21][CH3:22].OO>C(O)C>[CH3:38][O:37][C:30]1[CH:31]=[CH:32][C:33]2[C@@H:34]3[C@H:25]([C@H:23]4[C@@:20]([CH2:36][CH2:35]3)([CH2:21][CH3:22])[C@H:19]([OH:17])[CH:18]=[CH:24]4)[CH2:26][CH2:27][C:28]=2[CH:29]=1 |f:1.2|. Reported procedure: 3.7 g. of diphenyldiselenide is dissolved in 200 ml. of absolute ethanol and combined at room temperature with 1.0 g. of sodium borohydride. After the yellow solution has lost its color, 5.0 g. of 16α,17α-epoxy-3-methoxy-18 -methyl-1,3,5(10)-estratriene is added thereto and the mixture is heated under reflux for 30 hours. The solution is then cooled to 0° C. Dropwise, 11ml. of 30% H2O2 is added to the reaction solution and the latter is then gradually heated to 50° C. After 2 hours, the solution... Reactants: ClC1=C(C(=O)O)C=CC=C1Cl (2,3-dichlorobenzoic acid), CC1=NC=C(C=N1)C(CN)CC1CC1 (2-(2-methyl-pyrimidin-5-yl)-3-cyclopropyl-propylamine). The product is ClC1=C(C(=O)NCC(CC2CC2)C=2C=NC(=NC2)C)C=CC=C1Cl (2,3-Dichloro-N-[3-cyclopropyl-2-(2-methylpyrimidin-5-yl)propyl]benzamide). RXN SMILES: [Cl:1][C:2]1[C:10]([Cl:11])=[CH:9][CH:8]=[CH:7][C:3]=1[C:4]([OH:6])=O.[CH3:12][C:13]1[N:18]=[CH:17][C:16]([CH:19]([CH2:22][CH:23]2[CH2:25][CH2:24]2)[CH2:20][NH2:21])=[CH:15][N:14]=1>>[Cl:1][C:2]1[C:10]([Cl:11])=[CH:9][CH:8]=[CH:7][C:3]=1[C:4]([NH:21][CH2:20][CH:19]([C:16]1[CH:17]=[N:18][C:13]([CH3:12])=[N:14][CH:15]=1)[CH2:22][CH:23]1[CH2:25][CH2:24]1)=[O:6]. Reported procedure: From 2,3-dichlorobenzoic acid and 2-(2-methyl-pyrimidin-5-yl)-3-cyclopropyl-propylamine. LCMS (MH+): m/z=364.1, tR (minutes, Method F)=2.52